Dataset: the Open Reaction Database (ORD), a public repository of structured organic reaction records. Task: describe an organic reaction: reactants, conditions, products, and yield Procedure details: A screw-cap vial was charged with 4-chloro-3-(trifluoromethoxy)benzaldehyde (available from Alfa Aesar, Avocado, Lancaster) (0.184 g, 0.82 mmol), 2-fluoro-5-methoxyphenylboronic acid (available from Aldrich) (0.278 g, 1.64 mmol), potassium phosphate (0.522 g, 2.46 mmol), 2-dicyclohexylphosphino-2′,6′-dimethoxybiphenyl (0.101 g, 0.25 mmol), palladium(II) acetate (0.018 g, 0.082 mmol), and 5:1 THF/DMF (3.6 mL). The mixture was stirred overnight at 40° C., cooled to room temperature, diluted with E... Run in CCOC(=O)C (EtOAc), C1CCOC1.CN(C)C=O (THF DMF). Starting materials: ClC1=C(C=C(C=O)C=C1)OC(F)(F)F (4-chloro-3-(trifluoromethoxy)benzaldehyde), FC1=C(C=C(C=C1)OC)B(O)O (2-fluoro-5-methoxyphenylboronic acid), P(=O)([O-])([O-])[O-].[K+].[K+].[K+] (potassium phosphate), C1(CCCCC1)P(C1=C(C=CC=C1)C1=C(C=CC=C1OC)OC)C1CCCCC1 (2-dicyclohexylphosphino-2′,6′-dimethoxybiphenyl). The reagents and catalysts are C(C)(=O)[O-].[Pd+2].C(C)(=O)[O-] (palladium(II) acetate). The product is FC1=C(C=C(C=C1)OC)C1=C(C=C(C=C1)C=O)OC(F)(F)F (2′-Fluoro-5′-(methyloxy)-2-((trifluoromethyl)oxy)-1,1′-biphenyl-4-carbaldehyde). Reaction conditions: temperature 40 celsius, time 8 hour. RXN SMILES: Cl[C:2]1[CH:9]=[CH:8][C:5]([CH:6]=[O:7])=[CH:4][C:3]=1[O:10][C:11]([F:14])([F:13])[F:12].[F:15][C:16]1[CH:21]=[CH:20][C:19]([O:22][CH3:23])=[CH:18][C:17]=1B(O)O.P([O-])([O-])([O-])=O.[K+].[K+].[K+].C1(P(C2CCCCC2)C2C=CC=CC=2C2C(OC)=CC=CC=2OC)CCCCC1>CCOC(C)=O.C([O-])(=O)C.[Pd+2].C([O-])(=O)C.C1COCC1.CN(C=O)C>[F:15][C:16]1[CH:21]=[CH:20][C:19]([O:22][CH3:23])=[CH:18][C:17]=1[C:2]1[CH:9]=[CH:8][C:5]([CH:6]=[O:7])=[CH:4][C:3]=1[O:10][C:11]([F:14])([F:13])[F:12] |f:2.3.4.5,8.9.10,11.12|. Isolated yield 64.0%.